Dataset: the Open Reaction Database (ORD), a public repository of structured organic reaction records. Task: describe an organic reaction: reactants, conditions, products, and yield Reactants: C=Cc1ccccc1, CN(C1CCCCC1)C1CCCCC1, CN(C(=O)Oc1ccc(I)cc1)c1ccccc1, O=C(C=Cc1ccccc1)C=Cc1ccccc1, O=C(C=Cc1ccccc1)C=Cc1ccccc1, O=C(C=Cc1ccccc1)C=Cc1ccccc1, [Pd], [Pd]. Yields the product CN(C(=O)Oc1ccc(C=Cc2ccccc2)cc1)c1ccccc1. As a reaction SMILES: [CH2:1]=[CH:2][c:3]1[cH:4][cH:5][cH:6][cH:7][cH:8]1.[CH3:9][N:10]([CH:11]1[CH2:12][CH2:13][CH2:14][CH2:15][CH2:16]1)[CH:17]1[CH2:18][CH2:19][CH2:20][CH2:21][CH2:22]1.[I:23][c:24]1[cH:25][cH:26][c:27]([O:30][C:31]([N:32]([c:33]2[cH:34][cH:35][cH:36][cH:37][cH:38]2)[CH3:39])=[O:40])[cH:28][cH:29]1.[O:43]=[C:44]([CH:45]=[CH:46][c:47]1[cH:48][cH:49][cH:50][cH:51][cH:52]1)[CH:53]=[CH:54][c:55]1[cH:56][cH:57][cH:58][cH:59][cH:60]1.[O:61]=[C:62]([CH:63]=[CH:64][c:65]1[cH:66][cH:67][cH:68][cH:69][cH:70]1)[CH:71]=[CH:72][c:73]1[cH:74][cH:75][cH:76][cH:77][cH:78]1.[O:79]=[C:80]([CH:81]=[CH:82][c:83]1[cH:84][cH:85][cH:86][cH:87][cH:88]1)[CH:89]=[CH:90][c:91]1[cH:92][cH:93][cH:94][cH:95][cH:96]1.[Pd:41].[Pd:42]>>[CH:1](=[CH:2][c:3]1[cH:4][cH:5][cH:6][cH:7][cH:8]1)[c:24]1[cH:25][cH:26][c:27]([O:30][C:31]([N:32]([c:33]2[cH:34][cH:35][cH:36][cH:37][cH:38]2)[CH3:39])=[O:40])[cH:28][cH:29]1. The reactants are C([C@H](O)C1=CC=CC=C1)(=O)O ((R)-(−)-mandelic acid). The solvent is CO (methanol), CO (methanol). Conditions: temperature 35 celsius, time 24 hour. Product: C([C@@H](O)C1=CC=CC=C1)(=O)O ((S)-(+)-mandelic Acid). The yield is 281.2%. RXN SMILES: [C:1]([OH:11])(=[O:10])[C@@H:2]([C:4]1[CH:9]=[CH:8][CH:7]=[CH:6][CH:5]=1)[OH:3]>CO>[C:1]([OH:11])(=[O:10])[C@H:2]([C:4]1[CH:9]=[CH:8][CH:7]=[CH:6][CH:5]=1)[OH:3]. Procedure details: To a 100 mL flask equipped with a magnetic stirrer containing a solution of a 7:3 (enantiomer A: enantiomer B) mixture of the enantiomers (3.24 g, 11 mmol) in methanol (30 mL) at 35° C. was added (R)-(−)-mandelic acid (1.09 g, 7.2 mmol) dissolved in methanol (35 mL). The resulting mixture was stirred at an internal temperature of 35° C. for 24 h. The crystallized solid was filtered through a sintered glass funnel, washed with methanol at room temperature (3×16 mL) and dried under vacuum to affor...